From a dataset of the Open Reaction Database (ORD), a public repository of structured organic reaction records. describe an organic reaction: reactants, conditions, products, and yield The reactants are N1=CC(=CC=C1)C1(CN(CC1)C(C1=CC(=C(C(=C1)OC)OC)OC)=O)CCCS(=O)(=O)[O-] (2-[3-(pyridin-3-yl)-1-(3,4,5-trimethoxy-benzoyl)-pyrrolidin-3-yl]-ethyl-methanesulfonate), O (water), C([O-])([O-])=O.[K+].[K+] (potassium carbonate), Cl.C1(=CC=CC=C1)C1(CCNCC1)C(=O)N (4-phenyl-piperidine-4-carboxylic acid amide hydrochloride). Solvent: O1CCCC1 (tetrahydrofuran), CO.ClCCl (methanol dichloromethane), CO.ClCCl (methanol dichloromethane), CO.ClCCl (methanol dichloromethane), CO.ClCCl (methanol dichloromethane), CO.ClCCl (methanol dichloromethane), C(C)(=O)OCC (ethyl acetate). Reaction conditions: time 70 hour. The product is N1=CC(=CC=C1)C1(CN(CC1)C(C1=CC(=C(C(=C1)OC)OC)OC)=O)CCN1CCC(CC1)(C(=O)N)C1=CC=CC=C1 (1-[2-[3-(pyridin-3-yl)-1-(3,4,5-trimethoxy-benzoyl)-pyrrolidin-3-yl]-ethyl]-4-phenyl-piperidine-4-carboxylic acid amide). RXN SMILES: [N:1]1[CH:6]=[CH:5][CH:4]=[C:3]([C:7]2([CH2:26][CH2:27]CS([O-])(=O)=O)[CH2:11][CH2:10][N:9]([C:12](=[O:25])[C:13]3[CH:18]=[C:17]([O:19][CH3:20])[C:16]([O:21][CH3:22])=[C:15]([O:23][CH3:24])[CH:14]=3)[CH2:8]2)[CH:2]=1.Cl.[C:34]1([C:40]2([C:46]([NH2:48])=[O:47])[CH2:45][CH2:44][NH:43][CH2:42][CH2:41]2)[CH:39]=[CH:38][CH:37]=[CH:36][CH:35]=1.C(=O)([O-])[O-].[K+].[K+].O>O1CCCC1.CO.ClCCl.C(OCC)(=O)C>[N:1]1[CH:6]=[CH:5][CH:4]=[C:3]([C:7]2([CH2:26][CH2:27][N:43]3[CH2:42][CH2:41][C:40]([C:34]4[CH:35]=[CH:36][CH:37]=[CH:38][CH:39]=4)([C:46]([NH2:48])=[O:47])[CH2:45][CH2:44]3)[CH2:11][CH2:10][N:9]([C:12](=[O:25])[C:13]3[CH:18]=[C:17]([O:19][CH3:20])[C:16]([O:21][CH3:22])=[C:15]([O:23][CH3:24])[CH:14]=3)[CH2:8]2)[CH:2]=1 |f:1.2,3.4.5,8.9|. Procedure details: Combine 2-[3-(pyridin-3-yl)-1-(3,4,5-trimethoxy-benzoyl)-pyrrolidin-3-yl]-ethyl-methanesulfonate (0.30 g, 0.65 mmol), 4-phenyl-piperidine-4-carboxylic acid amide hydrochloride (0.22 g, 0.9 mmol), and potassium carbonate (0.25 g, 1.8 mmol) in tetrahydrofuran (6 mL)/water (2 mL). Heat to reflux. After 70 hours, evaporate in vacuo to give a residue. Chromatograph the residue on silica gel eluting sequentially with ethyl acetate, 2% methanol/dichloromethane, 4% methanol/dichloromethane, 6% methanol/... Reactants: ester, N (ammonia), CC(C)(C)OC(=O)N1CC[C@H]1C(=O)O (1-Boc-L-azetidine-2-carboxylic acid), OS(=O)(=O)O (H2SO4). Solvent: CO (MeOH), CO (MeOH), CO (MeOH). Reaction conditions: time 2 hour. Product: C(C)(C)(C)OC(=O)N1[C@@H](CC1)C(N)=O ((2S)-carbamoyl-azetidine-1-carboxylic acid tert-butyl ester). Yield: 92.0%. RXN SMILES: [CH3:1][C:2]([O:5][C:6]([N:8]1[C@H:11]([C:12]([OH:14])=O)[CH2:10][CH2:9]1)=[O:7])([CH3:4])[CH3:3].OS(O)(=O)=O.[NH3:20]>CO>[C:2]([O:5][C:6]([N:8]1[CH2:9][CH2:10][C@H:11]1[C:12](=[O:14])[NH2:20])=[O:7])([CH3:4])([CH3:3])[CH3:1]. Procedure: A mixture of 1-Boc-L-azetidine-2-carboxylic acid (10 g), conc. H2SO4 (1 mL) in dry MeOH (200 mL) was stirred at RT for 2 h. The reaction mixture was then concentrated in vacuo, the residue was diluted with EA, basified with sat. NaHCO3 solution. The organic extract was washed with water, dried (MgSO4), filtered and concentrated to yield the crude methyl ester as a yellow oil (11 g, 102%). This crude ester was dissolved in dry MeOH (200 mL) and treated with 7M ammonia solution in MeOH (100 mL). T... Reactants: S1C(=CC=C1)C=1OC2=C(N1)C=CC(=C2)CO ((2-thiophen-2-yl-benzoxazol-6-yl)-methanol). The reagents and catalysts are [O-2].[O-2].[Mn+4] (manganese dioxide). The solvent is C(Cl)Cl (DCM). Run at time 8 hour. Product: S1C(=CC=C1)C=1OC2=C(N1)C=CC(=C2)C=O (2-thiophen-2-yl-benzoxazole-6-carbaldehyde). RXN SMILES: [S:1]1[CH:5]=[CH:4][CH:3]=[C:2]1[C:6]1[O:7][C:8]2[CH:14]=[C:13]([CH2:15][OH:16])[CH:12]=[CH:11][C:9]=2[N:10]=1>C(Cl)Cl.[O-2].[O-2].[Mn+4]>[S:1]1[CH:5]=[CH:4][CH:3]=[C:2]1[C:6]1[O:7][C:8]2[CH:14]=[C:13]([CH:15]=[O:16])[CH:12]=[CH:11][C:9]=2[N:10]=1 |f:2.3.4|. Procedure: 3.7 g (16.0 mmol) (2-thiophen-2-yl-benzoxazol-6-yl)-methanol are dissolved in 200 ml DCM, 15.0 g (10.78 mmol) manganese dioxide are added and the suspension is stirred overnight at RT. The next day the suspension is filtered through kieselguhr and the filtrate is concentrated completely by rotary evaporation i. V. Reactants: FC1=NC=CC=C1I (2-fluoro-3-iodopyridine), C(C)(C)NC(C)C (diisopropylamine), N#N (N2), [Li]CCCC (n-BuLi), C(=O)OCC (ethyl formate), C[O-].[Na+] (sodium methoxide). Run at temperature -10 celsius, time 30 minute. The product is IC1=CC=NC(=C1C=O)OC (4-iodo-2-methoxynicotinaldehyde). As a reaction SMILES: [CH:1]([NH:4][CH:5]([CH3:7])C)([CH3:3])C.N#N.[Li]CCCC.FC1[C:21]([I:22])=CC=CN=1.[CH:23](OCC)=[O:24].[CH3:28][O-:29].[Na+]>C1COCC1.CO>[I:22][C:21]1[C:3]([CH:23]=[O:24])=[C:1]([O:29][CH3:28])[N:4]=[CH:5][CH:7]=1 |f:5.6|. Yield: 64.5%. Procedure: To a solution of diisopropylamine (345 mL, 249 g, 2.46 mol) in anhydrous THF (5 L) at −8 to −10° C. under a blanket of N2 was added n-BuLi (880 mL, 158 g, 2.46 mol) dropwise via cannula. The mixture was stirred at −10° C. for 30 min, cooled to −78° C. and treated with a solution of 2-fluoro-3-iodopyridine (500 g, 2.24 mol) in dry THF (2 L) dropwise. After the addition, the reaction mixture was warmed to −60° C. and this temperature was maintained for 2 h. The mixture was then cooled to −78° C., ... The solvent is C1CCOC1 (THF), C1CCOC1 (THF), CO (MeOH). Starting materials: N1C[C@H](CC1)NC1=NC=CC=C1C=1N=C2C(=NC1)N(C=C2)COCC[Si](C)(C)C ((S)-pyrrolidin-3-yl-{3-[5-(2-trimethylsilanyl-ethoxymethyl)-5H-pyrrolo[2,3-b]pyrazin-2-yl]-pyridin-2-yl}-amine), CS(=O)(=O)Cl (methanesulfonyl chloride), CCN(C(C)C)C(C)C (DIPEA). Product: CS(=O)(=O)N1C[C@H](CC1)NC1=NC=CC=C1C=1N=C2C(=NC1)N(C=C2)COCC[Si](C)(C)C (((S)-1-Methanesulfonyl-pyrrolidin-3-yl)-{3-[5-(2-trimethylsilanyl-ethoxymethyl)-5H-pyrrolo[2,3-b]pyrazin-2-yl]-pyridin-2-yl}-amine). As a reaction SMILES: [NH:1]1[CH2:5][CH2:4][C@H:3]([NH:6][C:7]2[C:12]([C:13]3[N:14]=[C:15]4[CH:21]=[CH:20][N:19]([CH2:22][O:23][CH2:24][CH2:25][Si:26]([CH3:29])([CH3:28])[CH3:27])[C:16]4=[N:17][CH:18]=3)=[CH:11][CH:10]=[CH:9][N:8]=2)[CH2:2]1.[CH3:30][S:31](Cl)(=[O:33])=[O:32].CCN(C(C)C)C(C)C>>[CH3:30][S:31]([N:1]1[CH2:5][CH2:4][C@H:3]([NH:6][C:7]2[C:12]([C:13]3[N:14]=[C:15]4[CH:21]=[CH:20][N:19]([CH2:22][O:23][CH2:24][CH2:25][Si:26]([CH3:29])([CH3:28])[CH3:27])[C:16]4=[N:17][CH:18]=3)=[CH:11][CH:10]=[CH:9][N:8]=2)[CH2:2]1)(=[O:33])=[O:32]. Reported procedure: ((S)-1-Methanesulfonyl-pyrrolidin-3-yl)-{3-[5-(2-trimethylsilanyl-ethoxymethyl)-5H-pyrrolo[2,3-b]pyrazin-2-yl]-pyridin-2-yl}-amine was prepared from (S)-pyrrolidin-3-yl-{3-[5-(2-trimethylsilanyl-ethoxymethyl)-5H-pyrrolo[2,3-b]pyrazin-2-yl]-pyridin-2-yl}-amine and methanesulfonyl chloride, using DIPEA as base and following the general synthetic procedures described in the above Examples. The product is FC(CCC(=O)N1CCN(CC1)C1=NC(=NC2=CC(=CC=C12)C)C1=C(C=CC=C1)O)(C)C (4-fluoro-1-{4-[2-(2-hydroxy-phenyl)-7-methyl-quinazolin-4-yl]-piperazin-1-yl}-4-methyl-pentan-1-one). RXN SMILES: [F:1][C:2]([CH3:32])([CH3:31])[CH:3]=[CH:4][C:5]([N:7]1[CH2:12][CH2:11][N:10]([C:13]2[C:22]3[C:17](=[CH:18][C:19]([CH3:23])=[CH:20][CH:21]=3)[N:16]=[C:15]([C:24]3[CH:29]=[CH:28][CH:27]=[CH:26][C:25]=3[OH:30])[N:14]=2)[CH2:9][CH2:8]1)=[O:6].[H][H]>CO.[Pd]>[F:1][C:2]([CH3:32])([CH3:31])[CH2:3][CH2:4][C:5]([N:7]1[CH2:8][CH2:9][N:10]([C:13]2[C:22]3[C:17](=[CH:18][C:19]([CH3:23])=[CH:20][CH:21]=3)[N:16]=[C:15]([C:24]3[CH:29]=[CH:28][CH:27]=[CH:26][C:25]=3[OH:30])[N:14]=2)[CH2:11][CH2:12]1)=[O:6]. Procedure: To 4-fluoro-1-{4-[2-(2-hydroxy-phenyl)-7-methyl-quinazolin-4-yl]-piperazin-1-yl}-4-methyl-pent-2-en-1-one (228 mg) in 1.5 mL of methanol was added Pd/C (34 mg, 10% weight Pd on carbon), and the reaction mixture was hydrogenated with a hydrogen balloon for 1 h. The resulting mixture was filtered through Celite, and the solvent was removed to give 4-fluoro-1-{4-[2-(2-hydroxy-phenyl)-7-methyl-quinazolin-4-yl]-piperazin-1-yl}-4-methyl-pentan-1-one. LC/MS: m/z 437.4 (M+H)+ at 2.86 min (10%/99% CH3CN ... Run in CO (methanol). The reactants are FC(C=CC(=O)N1CCN(CC1)C1=NC(=NC2=CC(=CC=C12)C)C1=C(C=CC=C1)O)(C)C (4-fluoro-1-{4-[2-(2-hydroxy-phenyl)-7-methyl-quinazolin-4-yl]-piperazin-1-yl}-4-methyl-pent-2-en-1-one), [H][H] (hydrogen). The reagents and catalysts are [Pd] (Pd/C). Starting materials: CCO, O=C(C=Cc1ccc([N+](=O)[O-])c(O)c1)Nc1cccc(Cl)c1, Cl[Sn]Cl. The product is Nc1ccc(C=CC(=O)Nc2cccc(Cl)c2)cc1O. As a reaction SMILES: [CH3:26][CH2:27][OH:28].[Cl:1][c:2]1[cH:3][c:4]([NH:8][C:9]([CH:10]=[CH:11][c:12]2[cH:13][c:14]([OH:21])[c:15]([N+:18]([O-:19])=[O:20])[cH:16][cH:17]2)=[O:22])[cH:5][cH:6][cH:7]1.[Sn:23]([Cl:24])[Cl:25]>>[Cl:1][c:2]1[cH:3][c:4]([NH:8][C:9]([CH:10]=[CH:11][c:12]2[cH:13][c:14]([OH:21])[c:15]([NH2:18])[cH:16][cH:17]2)=[O:22])[cH:5][cH:6][cH:7]1.